This data is from the Open Reaction Database (ORD), a public repository of structured organic reaction records. The task is: describe an organic reaction: reactants, conditions, products, and yield Reactants: COC(CNC1=C(C=C(C=C1)OC)OC)=O ((2,4-dimethoxyphenylamino)-acetic acid methyl ester), TEA, ClS(=O)(=O)N=C=O (chlorosulfonyl isocyanate), C(C)(C)(C)O (t-butanol). Solvent: C(Cl)Cl (CH2Cl2), C(Cl)Cl (CH2Cl2), C(Cl)Cl (CH2Cl2). Conditions: time 45 minute. Product: COC(CN(C1=C(C=C(C=C1)OC)OC)S(NC(=O)OC(C)(C)C)(=O)=O)=O (N-(t-butoxycarbonylsulfamoyl)-N-(2,4-dimethoxy-phenyl)glycine methyl ester). As a reaction SMILES: Cl[S:2]([N:5]=[C:6]=[O:7])(=[O:4])=[O:3].[C:8]([OH:12])([CH3:11])([CH3:10])[CH3:9].[CH3:13][O:14][C:15](=[O:28])[CH2:16][NH:17][C:18]1[CH:23]=[CH:22][C:21]([O:24][CH3:25])=[CH:20][C:19]=1[O:26][CH3:27]>C(Cl)Cl>[CH3:13][O:14][C:15](=[O:28])[CH2:16][N:17]([S:2](=[O:4])(=[O:3])[NH:5][C:6]([O:12][C:8]([CH3:11])([CH3:10])[CH3:9])=[O:7])[C:18]1[CH:23]=[CH:22][C:21]([O:24][CH3:25])=[CH:20][C:19]=1[O:26][CH3:27]. Procedure: To a solution of 1.15 g (8.08 mmol) of chlorosulfonyl isocyanate in 10 mL of CH2Cl2 is added dropwise a solution of 598 mg (8.08 mmol) of t-butanol in 2 mL of CH2Cl2. The solution is stirred at RT for 45 min, then a solution of 1.3 g (5.8 mmol) of the title A compound, (2,4-dimethoxyphenylamino)-acetic acid methyl ester and 1.2 g (11.9 mmol) of TEA in 4 mL of CH2Cl2 is added dropwise. The mixture is stirred at RT for 90 min, then washed with water. The organic phase is dried over anhydrous Na2SO...